This data is from the Open Reaction Database (ORD), a public repository of structured organic reaction records. The task is: describe an organic reaction: reactants, conditions, products, and yield Reactants: C(=O)([O-])[O-].[K+].[K+] (K2CO3), ClC=1C=CC(=NC1)[C@@](CC1=CC=CC=C1)(N)C1=CC(=CC(=C1)C(F)(F)F)F ((S)-1-(5-chloropyridin-2-yl)-1-(3-fluoro-5-(trifluoromethyl)phenyl)-2-phenylethanamine), C(OC1=CC=C(C=C1)[N+](=O)[O-])(=O)Cl (4-nitrophenyl carbonochloridate). Run in C(Cl)Cl (DCM), ClCCl (dichloromethane). Reaction conditions: time 14 hour. Yields the product ClC=1C=CC(=NC1)[C@](CC1=CC=CC=C1)(C1=CC(=CC(=C1)C(F)(F)F)F)NC(OC1=CC=C(C=C1)[N+](=O)[O-])=O ((S)-4-nitrophenyl 1-(5-chloropyridin-2-yl)-1-(3-fluoro-5-(trifluoromethyl)phenyl)-2-phenylethylcarbamate). RXN SMILES: [Cl:1][C:2]1[CH:3]=[CH:4][C:5]([C@:8]([C:17]2[CH:22]=[C:21]([C:23]([F:26])([F:25])[F:24])[CH:20]=[C:19]([F:27])[CH:18]=2)([NH2:16])[CH2:9][C:10]2[CH:15]=[CH:14][CH:13]=[CH:12][CH:11]=2)=[N:6][CH:7]=1.C([O-])([O-])=O.[K+].[K+].[C:34](Cl)(=[O:45])[O:35][C:36]1[CH:41]=[CH:40][C:39]([N+:42]([O-:44])=[O:43])=[CH:38][CH:37]=1>ClCCl>[Cl:1][C:2]1[CH:3]=[CH:4][C:5]([C@@:8]([NH:16][C:34](=[O:45])[O:35][C:36]2[CH:37]=[CH:38][C:39]([N+:42]([O-:44])=[O:43])=[CH:40][CH:41]=2)([C:17]2[CH:22]=[C:21]([C:23]([F:26])([F:24])[F:25])[CH:20]=[C:19]([F:27])[CH:18]=2)[CH2:9][C:10]2[CH:11]=[CH:12][CH:13]=[CH:14][CH:15]=2)=[N:6][CH:7]=1 |f:1.2.3|. Procedure: (S)-1-(5-chloropyridin-2-yl)-1-(3-fluoro-5-(trifluoromethyl)phenyl)-2-phenylethanamine (0.15 g, 0.38 mmol) was dissolved in dichloromethane (5 mL) at room temperature. Solid powdered K2CO3 (0.52 g, 3.8 mmol) was added followed by 4-nitrophenyl carbonochloridate (0.11 g, 0.56 mmol). The resulting slurry was stirred at room temperature for 14 h, diluted with DCM (ca. 50 mL) and washed with sat. NaHCO3 (ca. 4×20 mL). The organic portion was dried over anhydrous Na2SO4, decanted and concentrated yie... Starting materials: CO (methanol), CCCCCC (hexane), C1(=CC=CC=C1)CC(=O)Cl (Phenylacetyl chloride), NC1=NC=2C=CC=NC2C2=C1N=C(N2CCCCN)CCCC (4-(4-amino-2-butyl-1H-imidazo[4,5-c][1,5]naphthyridin-1-yl)butaneamine). The solvent is ClCCl (dichloromethane), O1CCCC1 (tetrahydrofuran), ClCCl (dichloromethane). Reaction conditions: time 1 hour. The product is NC1=NC=2C=CC=NC2C2=C1N=C(N2CCCCNC(CC2=CC=CC=C2)=O)CCCC (N-[4-(4-amino-2-butyl-1H-imidazo[4,5-c][1,5]naphthyridin-1-yl)butyl]phenylacetamide). Reaction SMILES: [C:1]1([CH2:7][C:8](Cl)=[O:9])[CH:6]=[CH:5][CH:4]=[CH:3][CH:2]=1.[NH2:11][C:12]1[C:21]2[N:22]=[C:23]([CH2:30][CH2:31][CH2:32][CH3:33])[N:24]([CH2:25][CH2:26][CH2:27][CH2:28][NH2:29])[C:20]=2[C:19]2[N:18]=[CH:17][CH:16]=[CH:15][C:14]=2[N:13]=1.CO.CCCCCC>O1CCCC1.ClCCl>[NH2:11][C:12]1[C:21]2[N:22]=[C:23]([CH2:30][CH2:31][CH2:32][CH3:33])[N:24]([CH2:25][CH2:26][CH2:27][CH2:28][NH:29][C:8](=[O:9])[CH2:7][C:1]3[CH:6]=[CH:5][CH:4]=[CH:3][CH:2]=3)[C:20]=2[C:19]2[N:18]=[CH:17][CH:16]=[CH:15][C:14]=2[N:13]=1. Reported procedure: Phenylacetyl chloride (21 μL, 0.16 mmol) was added to a suspension of 4-(4-amino-2-butyl-1H-imidazo[4,5-c][1,5]naphthyridin-1-yl)butaneamine (0.050 g, 0.16 mmol) in tetrahydrofuran (30 mL). The reaction mixture was stirred at ambient temperature for 1 hour by which time a solution was obtained. Thin layer chromatography (9:1 dichloromethane:methanol) showed one major new spot with a higher Rf and only a trace of starting material. Aminomethyl resin (100 mg) was added and the reaction mixture was... Reactants: COC=1C=C2CC(NC2=C(C1)C(=O)O)=O (5-methoxy-7-carboxyindolin-2-one), yellow powder, O1CCCC1 (tetrahydrofuran), C1(=CC=CC=C1)[Li] (phenyllithium). The solvent is O (water). Run at time 2 hour. Product: COC=1C=C2CC(NC2=C(C1)C(C1=CC=CC=C1)=O)=O (5-Methoxy-7-benzoylindolin-2-one). Reaction SMILES: [CH3:1][O:2][C:3]1[CH:4]=[C:5]2[C:9](=[C:10]([C:12]([OH:14])=O)[CH:11]=1)[NH:8][C:7](=[O:15])[CH2:6]2.O1CCCC1.[C:21]1([Li])[CH:26]=[CH:25][CH:24]=[CH:23][CH:22]=1>O>[CH3:1][O:2][C:3]1[CH:4]=[C:5]2[C:9](=[C:10]([C:12](=[O:14])[C:21]3[CH:26]=[CH:25][CH:24]=[CH:23][CH:22]=3)[CH:11]=1)[NH:8][C:7](=[O:15])[CH2:6]2. Procedure: A suspension of 1.0 g. (4.9 mole) of 5-methoxy-7-carboxyindolin-2-one in 20 ml. of tetrahydrofuran was treated dropwise with 12 ml. of commercially prepared phenyllithium solution (2.3 molar ether: benzene; 0.28 moles). After stirring for two hours the reaction mixture was poured into water and extracted several times with ethyl ether and benzene. The combined extracts were washed with water, dried over sodium sulfate and concentrated using a rotary evaporator to a solid residue which on recryst... The yield is 89.0%. The product is FC1=C(C=CC(=C1NC1=NC=CC=C1C1=C2N=CN(C2=NC=N1)C1OCCCC1)F)NS(=O)(=O)C1=COC=C1 (N-(2,4-difluoro-3-(3-(9-(tetrahydro-2H-pyran-2-yl)-9H-purin-6-yl)pyridin-2-ylamino)phenyl)furan-3-sulfonamide). As a reaction SMILES: [F:1][C:2]1[C:7]([NH2:8])=[CH:6][CH:5]=[C:4]([F:9])[C:3]=1[NH:10][C:11]1[C:16]([C:17]2[N:25]=[CH:24][N:23]=[C:22]3[C:18]=2[N:19]=[CH:20][N:21]3[CH:26]2[CH2:31][CH2:30][CH2:29][CH2:28][O:27]2)=[CH:15][CH:14]=[CH:13][N:12]=1.[O:32]1[CH:36]=[CH:35][C:34]([S:37](Cl)(=[O:39])=[O:38])=[CH:33]1.N1C=CC=CC=1>ClCCl>[F:1][C:2]1[C:3]([NH:10][C:11]2[C:16]([C:17]3[N:25]=[CH:24][N:23]=[C:22]4[C:18]=3[N:19]=[CH:20][N:21]4[CH:26]3[CH2:31][CH2:30][CH2:29][CH2:28][O:27]3)=[CH:15][CH:14]=[CH:13][N:12]=2)=[C:4]([F:9])[CH:5]=[CH:6][C:7]=1[NH:8][S:37]([C:34]1[CH:35]=[CH:36][O:32][CH:33]=1)(=[O:39])=[O:38]. Procedure: The 2,6-difluoro-N1-(3-(9-(tetrahydro-2H-pyran-2-yl)-9H-purin-6-yl)pyridin-2-yl)benzene-1,3-diamine (20 mg, 0.047 mmol) prepared at Step 9 was added and dissolved into dichloromethane solvent. furan-3-sulfonyl chloride (12 mg, 0.07 mmol) and pyridine (8 uL, 0.094 mmol) were added into the reaction solution and stirred at 50° C. for 2 hours. After the reaction, the reactant was washed with 1N aqueous hydrochloric acid solution and salt water. After extraction with dichloromethane, the organic lay... Run in ClCCl (dichloromethane). Starting materials: FC1=C(C(=CC=C1N)F)NC1=NC=CC=C1C1=C2N=CN(C2=NC=N1)C1OCCCC1 (2,6-difluoro-N1-(3-(9-(tetrahydro-2H-pyran-2-yl)-9H-purin-6-yl)pyridin-2-yl)benzene-1,3-diamine), target compound, O1C=C(C=C1)S(=O)(=O)Cl (furan-3-sulfonyl chloride), N1=CC=CC=C1 (pyridine). Conditions: temperature 50 celsius, time 2 hour. The reactants are C(C)OC(=O)C1(CC1)[C@@H]1[C@H](C(N(C1)[C@@H](C)C1=CC=CC=C1)=O)F (4-(S)-(1-ethoxycarbonylcyclopropyl)-3-(R)-fluoro-1-[1-(S)-phenylethyl)-2-pyrrolidone), C(CCC)[Li] (n-butyl lithium), C(C)(C)(C)C1=C(C(=CC=C1)C(C)(C)C)O (2,6-di-tert-butylphenol), C(C)(C)NC(C)C (diisopropylamine), [Cl-].[NH4+] (ammonium chloride). Solvent: O1CCCC1 (tetrahydrofuran), CCCCCC (n-hexane), O1CCCC1 (tetrahydrofuran), O1CCCC1 (tetrahydrofuran). Reaction conditions: temperature -78 celsius, time 10 minute. Yields the product C(C)OC(=O)C1(CC1)[C@@H]1[C@@H](C(N(C1)[C@@H](C)C1=CC=CC=C1)=O)F (4-(S)-(1-Ethoxycarbonylcyclopropyl)-3-(S)-fluoro-1-[1-(S)-phenylethyl]-2-pyrrolidone). The yield is 74.3%. As a reaction SMILES: C(NC(C)C)(C)C.C([Li])CCC.[CH2:13]([O:15][C:16]([C:18]1([C@H:21]2[CH2:25][N:24]([C@H:26]([C:28]3[CH:33]=[CH:32][CH:31]=[CH:30][CH:29]=3)[CH3:27])[C:23](=[O:34])[C@@H:22]2[F:35])[CH2:20][CH2:19]1)=[O:17])[CH3:14].C(C1C=CC=C(C(C)(C)C)C=1O)(C)(C)C.[Cl-].[NH4+]>O1CCCC1.CCCCCC>[CH2:13]([O:15][C:16]([C:18]1([C@H:21]2[CH2:25][N:24]([C@H:26]([C:28]3[CH:29]=[CH:30][CH:31]=[CH:32][CH:33]=3)[CH3:27])[C:23](=[O:34])[C@H:22]2[F:35])[CH2:19][CH2:20]1)=[O:17])[CH3:14] |f:4.5|. Reported procedure: Under a nitrogen atmosphere, diisopropylamine (7.22 ml, 51.52 mmol) was dissolved in anhydrous tetrahydrofuran (100 ml) to which, after cooling to −78° C., was subsequently added dropwise an n-hexane solution of 1.68 M n-butyl lithium (28.1 ml, 47.21 mmol) over a period of 15 minutes. After 10 minutes of stirring at 0° C. and subsequent cooling to −78° C., to the resulting reaction solution was added dropwise an anhydrous tetrahydrofuran solution (40 ml) of 4-(S)-(1-ethoxycarbonylcyclopropyl)-3-... Reactants: C1(\C=C/C(=O)O1)=O (maleic anhydride), C(C)(=O)O (acetic acid), NC1=CC=C(C=C1)C(C)(C)C1=CC=C(C=C1)O (4-(1-(4-aminophenyl)-1-methylethyl)phenol), C(C)(=O)O (acetic acid). Reaction conditions: temperature 25 celsius. Product: O=C1N(C(C=C1)=O)C1=CC=C(C=C1)C(C)(C)C1(CC=CC=C1)O (1-(4-(2,5-dihydro-2,5-dioxo-1H-pyrrol-1-yl)phenyl-1-methyl-ethyl)phenol). RXN SMILES: [NH2:1][C:2]1[CH:7]=[CH:6][C:5]([C:8]([C:11]2[CH:16]=[CH:15][C:14](O)=[CH:13][CH:12]=2)([CH3:10])[CH3:9])=[CH:4][CH:3]=1.[C:18]1(=O)[O:23][C:21](=[O:22])[CH:20]=[CH:19]1.C(O)(=[O:27])C>>[O:22]=[C:21]1[CH:20]=[CH:19][C:18](=[O:23])[N:1]1[C:2]1[CH:7]=[CH:6][C:5]([C:8]([C:11]2([OH:27])[CH:16]=[CH:15][CH:14]=[CH:13][CH2:12]2)([CH3:10])[CH3:9])=[CH:4][CH:3]=1. Procedure details: A 45.46 gram portion of 4-(1-(4-aminophenyl)-1-methylethyl)phenol (0.20 mole) and 500 milliliters of acetic acid were added to a reactor and maintained under a nitrogen atmosphere with stirring. The stirred solution was maintained at 25° C., then 19.61 grams of maleic anhydride (0.20 mole) dissolved in 100 milliliters of acetic acid was added to the reactor and heating to a reflux commenced. The 126° C. reflux temperature was maintained for 15 hours (54,000 s), then the product was dried under v... The reactants are C(CCCCCCCCCCCC=C)N1C(=O)N(C=2N=CN(C2C1=O)C)C (1-(13-Tetradecenyl)-3,7-dimethylxanthine), C[N+]1(CCOCC1)[O-] (4-methylmorpholine-N-oxide), potassium osmate dihydrate, O (Water), S(=O)([O-])[O-].[Na+].[Na+] (sodium sulfite). Solvent: CC(=O)C.O (acetone water). Reaction conditions: time 1 hour. Product: OC(CCCCCCCCCCCCN1C(=O)N(C=2N=CN(C2C1=O)C)C)CO (1-(13,14-Dihydroxytetradecyl)-3,7-dimethylxanthine). Yield: 96.0%. Reaction SMILES: [CH2:1]([N:15]1[C:24](=[O:25])[C:23]2[N:22]([CH3:26])[CH:21]=[N:20][C:19]=2[N:18]([CH3:27])[C:16]1=[O:17])[CH2:2][CH2:3][CH2:4][CH2:5][CH2:6][CH2:7][CH2:8][CH2:9][CH2:10][CH2:11][CH2:12][CH:13]=[CH2:14].C[N+]1([O-])CC[O:32]CC1.[OH2:36].S([O-])([O-])=O.[Na+].[Na+]>CC(C)=O.O>[OH:36][CH:13]([CH2:14][OH:32])[CH2:12][CH2:11][CH2:10][CH2:9][CH2:8][CH2:7][CH2:6][CH2:5][CH2:4][CH2:3][CH2:2][CH2:1][N:15]1[C:24](=[O:25])[C:23]2[N:22]([CH3:26])[CH:21]=[N:20][C:19]=2[N:18]([CH3:27])[C:16]1=[O:17] |f:3.4.5,6.7|. Procedure details: A solution of 1-(13-Tetradecenyl)-3,7-dimethylxanthine (2.00 g, 5.35 mmol), 4-methylmorpholine-N-oxide (2.72 mL, 60% wt in water, 15.8 mmol) and potassium osmate dihydrate (21 mg, 0.05 mmol) in acetone/water 3:1 (80 mL) was stirred for 16 hours. Water (100 mL) and sodium sulfite (1 g) were added and stirred for 1 hour. The reaction mixture was extracted with dichloromethane (3×100 mL) and the organic phase dried (magnesium sulfate) and evaporated to yield 2.10 g (96% yield) 1-(13,14-Dihydroxytet...